Dataset: the Open Reaction Database (ORD), a public repository of structured organic reaction records. Task: describe an organic reaction: reactants, conditions, products, and yield Starting materials: CC(=O)Oc1c(C(C)(C)C)cc(C=C2Sc3ccccc3N(Cc3nnn[nH]3)C2=O)cc1C(C)(C)C, CCO, Cl, [K+], [OH-], O. Product: CC(C)(C)c1cc(C=C2Sc3ccccc3N(Cc3nnn[nH]3)C2=O)cc(C(C)(C)C)c1O. RXN SMILES: [C:1](=[O:2])([CH3:3])[O:4][c:5]1[c:6]([C:33]([CH3:34])([CH3:35])[CH3:36])[cH:7][c:8]([CH:9]=[C:10]2[S:11][c:12]3[c:13]([cH:23][cH:24][cH:25][cH:26]3)[N:14]([CH2:17][c:18]3[n:19][n:20][n:21][nH:22]3)[C:15]2=[O:16])[cH:27][c:28]1[C:29]([CH3:30])([CH3:31])[CH3:32].[CH3:40][CH2:41][OH:42].[ClH:39].[K+:38].[OH-:37].[OH2:43]>>[OH:4][c:5]1[c:6]([C:33]([CH3:34])([CH3:35])[CH3:36])[cH:7][c:8]([CH:9]=[C:10]2[S:11][c:12]3[c:13]([cH:23][cH:24][cH:25][cH:26]3)[N:14]([CH2:17][c:18]3[n:19][n:20][n:21][nH:22]3)[C:15]2=[O:16])[cH:27][c:28]1[C:29]([CH3:30])([CH3:31])[CH3:32]. The reactants are O=C(c1ccccc1)c1ccc(Br)cc1, Cc1ccccc1, [F-], [K+], Cc1ccccc1B(O)O. Product: Cc1ccccc1-c1ccc(C(=O)c2ccccc2)cc1. RXN SMILES: [Br:1][c:2]1[cH:3][cH:4][c:5]([C:6](=[O:7])[c:8]2[cH:9][cH:10][cH:11][cH:12][cH:13]2)[cH:14][cH:15]1.[CH3:28][c:29]1[cH:30][cH:31][cH:32][cH:33][cH:34]1.[F-:26].[K+:27].[c:16]1([CH3:25])[c:17]([B:22]([OH:23])[OH:24])[cH:18][cH:19][cH:20][cH:21]1>>[c:2]1(-[c:17]2[c:16]([CH3:25])[cH:21][cH:20][cH:19][cH:18]2)[cH:3][cH:4][c:5]([C:6](=[O:7])[c:8]2[cH:9][cH:10][cH:11][cH:12][cH:13]2)[cH:14][cH:15]1.